Task: describe an organic reaction: reactants, conditions, products, and yield. Dataset: the Open Reaction Database (ORD), a public repository of structured organic reaction records Reactants: C(CCC)[Li] (butyllithium), hexanes, N#N (N2), O1CC(C1)=O (oxetan-3-one), BrC1=CC=2[C@]3(C4=CC(=CC=C4OC2C(=C1)F)OC)N=C(OC3)N ((S)-2′-bromo-4′-fluoro-7′-methoxy-5H-spiro[oxazole-4,9′-xanthen]-2-amine). Solvent: C1CCOC1 (THF), C1CCOC1 (THF). Run at temperature -78 celsius, time 15 minute. Yields the product NC=1OC[C@]2(C3=CC(=CC(=C3OC=3C=CC(=CC23)OC)F)C2(COC2)O)N1 ((S)-3-(2-amino-5′-fluoro-2′-methoxy-5H-spiro[oxazole-4,9′-xanthene]-7′-yl)oxetan-3-ol). As a reaction SMILES: Br[C:2]1[CH:15]=[C:14]([F:16])[C:13]2[O:12][C:11]3[C:6](=[CH:7][C:8]([O:17][CH3:18])=[CH:9][CH:10]=3)[C@@:5]3([CH2:22][O:21][C:20]([NH2:23])=[N:19]3)[C:4]=2[CH:3]=1.C([Li])CCC.N#N.[O:31]1[CH2:34][C:33](=[O:35])[CH2:32]1>C1COCC1>[NH2:23][C:20]1[O:21][CH2:22][C@:5]2([N:19]=1)[C:6]1[CH:7]=[C:8]([O:17][CH3:18])[CH:9]=[CH:10][C:11]=1[O:12][C:13]1[C:4]2=[CH:3][C:2]([C:33]2([OH:35])[CH2:34][O:31][CH2:32]2)=[CH:15][C:14]=1[F:16]. Procedure: To a RBF was added (S)-2′-bromo-4′-fluoro-7′-methoxy-5H-spiro[oxazole-4,9′-xanthen]-2-amine (2.17 g, 5.72 mmol, prepared as described in Method BB40 but using 4-bromo-2-fluorophenol and 2-bromo-5-methoxybenzoic acid) and THF (30 mL). The resulting mixture was then cooled to −78° C. and butyllithium solution, 2.5M in hexanes (8.01 mL, 20.03 mmol, Aldrich) was added drop wise under N2. The resulting mixture was then stirred at −78° C. for 15 min. Then, oxetan-3-one (1.031 g, 14.31 mmol, Molbridge ... The reactants are [N+](=O)([O-])C1=CC=C(C=C1)NCCS(=O)(=O)N (2-(4-nitrophenylamino)ethanesulfonamide), S(=O)([O-])S(=O)[O-].[Na+].[Na+] (sodium hydrosulfite). Solvent: C(C)O (ethanol). Yields the product NC1=CC=C(C=C1)NCCS(=O)(=O)N (2-(4-aminophenylamino)ethanesulfonamide). Isolated yield 79.7%. As a reaction SMILES: [N+:1]([C:4]1[CH:9]=[CH:8][C:7]([NH:10][CH2:11][CH2:12][S:13]([NH2:16])(=[O:15])=[O:14])=[CH:6][CH:5]=1)([O-])=O.S(S([O-])=O)([O-])=O.[Na+].[Na+]>C(O)C>[NH2:1][C:4]1[CH:5]=[CH:6][C:7]([NH:10][CH2:11][CH2:12][S:13]([NH2:16])(=[O:14])=[O:15])=[CH:8][CH:9]=1 |f:1.2.3|. Procedure details: 1 g of 2-(4-nitrophenylamino)ethanesulfonamide (12) was suspended in 10 mL of ethanol. At room temperature, the suspension was poured onto a reductive solution of sodium hydrosulfite (8 g)—1N sodium hydroxide (30 mL). After decolorization, a precipitate formed. 0.7 g of crude product was isolated by suction-filtering and reslurrying in water. RXN SMILES: [K+].[Br-].CC1SC=C(/C=C(/[C@H]2OC(=O)C[C@H](O)[C@H](C)C(=O)[C@H](C)[C@@H](O)[C@@H](C)CCC[C@H]3O[C@H]3C2)\C)N=1.CC1SC=C(/C=C(/[C@H]2OC(=O)C[C@H](O)[C@@H](C)C(=O)[C@H](C)[C@@H](O)[C@@H](C)CCC[C@H]3O[C@H]3C2)\C)N=1.[CH3:69][C:70]1[O:74][CH:73]=[C:72](/[CH:75]=[C:76](/[C@H:78]2[O:96][C:94](=[O:95])[CH2:93][C@H:92]([OH:97])[C:91]([CH3:99])([CH3:98])[C:89](=[O:90])[C@H:88]([CH3:100])[C@@H:87]([OH:101])[C@@H:86]([CH3:102])[CH2:85][CH2:84][CH2:83][C@H:81]3O[C@H:80]3[CH2:79]2)\[CH3:77])[N:71]=1.CC1SC=C(/C=C/[C@H]2OC(=O)C[C@H](O)C(C)(C)C(=O)[C@H](C)[C@@H](O)[C@@H](C)CCC[C@H]3O[C@H]3C2)N=1>CO>[CH3:69][C:70]1[O:74][CH:73]=[C:72](/[CH:75]=[C:76](/[C@H:78]2[O:96][C:94](=[O:95])[CH2:93][C@H:92]([OH:97])[C:91]([CH3:99])([CH3:98])[C:89](=[O:90])[C@H:88]([CH3:100])[C@@H:87]([OH:101])[C@@H:86]([CH3:102])[CH2:85][CH2:84][CH2:83][CH:81]=[CH:80][CH2:79]2)\[CH3:77])[N:71]=1 |f:0.1|. The reactants are ( ε ), CC1=NC(=CS1)/C=C(\C)/[C@@H]2C[C@H]3[C@H](O3)CCC[C@@H]([C@@H]([C@H](C(=O)[C@@H]([C@H](CC(=O)O2)O)C)C)O)C (Epothilone A1), ( 15 ), CC1=NC(=CO1)/C=C(\C)/[C@@H]2C[C@H]3[C@H](O3)CCC[C@@H]([C@@H]([C@H](C(=O)C([C@H](CC(=O)O2)O)(C)C)C)O)C (Epothilone G1), ( 100 ), ( 18 ), ( 63 ), [K+].[Br-] (KBr), CC1=NC(=CS1)/C=C(\C)/[C@@H]2C[C@H]3[C@H](O3)CCC[C@@H]([C@@H]([C@H](C(=O)[C@H]([C@H](CC(=O)O2)O)C)C)O)C (Epothilone A2), CC1=NC(=CS1)/C=C/[C@@H]2C[C@H]3[C@H](O3)CCC[C@@H]([C@@H]([C@H](C(=O)C([C@H](CC(=O)O2)O)(C)C)C)O)C (Epothilone A8). Run in CO (MeOH), CO (MeOH). Procedure details: colorless amorphous solid; [α]D22−84.2 (c 0.2, MeOH); UV (MeOH) λmax nm (ε) 203 (19600), 237 (12000); IR (KBr) νmax 3436, 2933, 2880, 2860, 1734, 1688, 1585, 1251, 1007 cm−1; 1H NMR (CDCl3, 400 MHz) δ 7.47 (1H, s, H-19), 6.31 (1H, bs, H-17), 5.43 (1H, ddd, J=10.6, 10.2, 4.5 Hz, H-12), 5.36 (1H, dddd, J=10.6, 9.6, 5.0, 1.3 Hz, H-13), 5.30 (1H, dd, J=9.9, 2.0 Hz, H-15), 4.16 (1H, ddd, J=11.2, 5.3, 2.8 Hz, H-3), 3.73 (1H, ddd, J=3.9, 2.5, 2.3 Hz, H-7), 3.12 (1H, dq, J=2.3, 6.9 Hz, H-6), 2.92 (1H, d... Product: CC1=NC(=CO1)/C=C(\C)/[C@@H]2C/C=C\CCC[C@@H]([C@@H]([C@H](C(=O)C([C@H](CC(=O)O2)O)(C)C)C)O)C (Epothilone H1). Starting materials: ClC(=O)OC1=CC=CC=C1 (phenyl chloroformate), ClC(=O)OC1=CC=CC=C1 (Phenyl chloroformate), C[C@@H]1N(CCOC1)C1=NC(=NC(=C1)C(C)(C)S(=O)(=O)C1=CC=NC=C1)C1=CC=C(N)C=C1 (4-[4-[(3S)-3-methylmorpholin-4-yl]-6-(2-pyridin-4-ylsulfonylpropan-2-yl)pyrimidin-2-yl]aniline), C([O-])(O)=O.[Na+] (sodium bicarbonate), O (Water). Solvent: O1CCOCC1 (dioxane). Reaction conditions: time 2 hour. The product is C[C@@H]1N(CCOC1)C1=NC(=NC(=C1)C(C)(C)S(=O)(=O)C1=CC=NC=C1)C1=CC=C(C=C1)NC(OC1=CC=CC=C1)=O (Phenyl N-[4-[4-[(3S)-3-methylmorpholin-4-yl]-6-(2-pyridin-4-ylsulfonylpropan-2-yl)pyrimidin-2-yl]phenyl]carbamate). Isolated yield 93.7%. As a reaction SMILES: Cl[C:2]([O:4][C:5]1[CH:10]=[CH:9][CH:8]=[CH:7][CH:6]=1)=[O:3].[CH3:11][C@H:12]1[CH2:17][O:16][CH2:15][CH2:14][N:13]1[C:18]1[CH:23]=[C:22]([C:24]([S:27]([C:30]2[CH:35]=[CH:34][N:33]=[CH:32][CH:31]=2)(=[O:29])=[O:28])([CH3:26])[CH3:25])[N:21]=[C:20]([C:36]2[CH:42]=[CH:41][C:39]([NH2:40])=[CH:38][CH:37]=2)[N:19]=1.C(=O)(O)[O-].[Na+].O>O1CCOCC1>[CH3:11][C@H:12]1[CH2:17][O:16][CH2:15][CH2:14][N:13]1[C:18]1[CH:23]=[C:22]([C:24]([S:27]([C:30]2[CH:31]=[CH:32][N:33]=[CH:34][CH:35]=2)(=[O:28])=[O:29])([CH3:26])[CH3:25])[N:21]=[C:20]([C:36]2[CH:37]=[CH:38][C:39]([NH:40][C:2](=[O:3])[O:4][C:5]3[CH:10]=[CH:9][CH:8]=[CH:7][CH:6]=3)=[CH:41][CH:42]=2)[N:19]=1 |f:2.3|. Procedure: Phenyl chloroformate (0.177 mL, 1.41 mmol) was added to 4-[4-[(3S)-3-methylmorpholin-4-yl]-6-(2-pyridin-4-ylsulfonylpropan-2-yl)pyrimidin-2-yl]aniline (0.640 g, 1.41 mmol) and sodium bicarbonate (0.178 g, 2.12 mmol) in dioxane (175 mL) at RT under air. The resulting slurry was stirred at RT for 2 hours. Two more portions of phenyl chloroformate (2×0.005 mL) were added and the reaction allowed to stir at RT. Water was then added to the reaction and the solids were filtered and dried in a vacuum o... Reaction SMILES: O.O.[Sn](Cl)Cl.[CH3:6][O:7][C:8]1[CH:9]=[C:10]([CH:23]=[C:24]([N+:28]([O-])=O)[C:25]=1[O:26][CH3:27])[C:11]([C:13]1[CH:18]=[CH:17][C:16]([C:19]([F:22])([F:21])[F:20])=[CH:15][CH:14]=1)=[O:12].[OH-].[Na+]>>[NH2:28][C:24]1[C:25]([O:26][CH3:27])=[C:8]([O:7][CH3:6])[CH:9]=[C:10]([CH:23]=1)[C:11]([C:13]1[CH:18]=[CH:17][C:16]([C:19]([F:22])([F:21])[F:20])=[CH:15][CH:14]=1)=[O:12] |f:0.1.2,4.5|. Reported procedure: 49.5 g of tin dichloride dihydrate are added to 16.0 g of 3,4-dimethoxy-5-nitro-4'-(trifluoromethyl)benzophenone (dissolved in 300 ml of ethanol), whereupon the mixture is stirred at 75° for 30 minutes. Thereupon, the reaction mixture is poured into 800 ml of ice-water. It is neutralized with 28 percent sodium hydroxide solution and extracted three times with 600 ml of methylene chloride. The combined methylene chloride phases are washed with water, dried over sodium sulfate and evaporated. Afte... The solvent is ice water. Starting materials: O.O.[Sn](Cl)Cl (tin dichloride dihydrate), COC=1C=C(C(=O)C2=CC=C(C=C2)C(F)(F)F)C=C(C1OC)[N+](=O)[O-] (3,4-dimethoxy-5-nitro-4'-(trifluoromethyl)benzophenone), [OH-].[Na+] (sodium hydroxide). Yields the product NC=1C(=C(C=C(C(=O)C2=CC=C(C=C2)C(F)(F)F)C1)OC)OC (5-amino-3,4-dimethoxy-4'-(trifluoromethyl)benzophenone). Conditions: time 30 minute. Reactants: OC1=C(C=CC=C1)C1=C(C=C(C=C1)C(=O)OC)C (methyl 2′-hydroxy-2-methylbiphenyl-4-carboxylate), [OH-].[Na+] (sodium hydroxide). The solvent is O (water), CCO (EtOH). Conditions: temperature 60 celsius, time 2 hour. Yields the product OC1=C(C=CC=C1)C1=C(C=C(C=C1)C(=O)O)C (2′-hydroxy-2-methylbiphenyl-4-carboxylic acid). Reaction SMILES: [OH:1][C:2]1[CH:7]=[CH:6][CH:5]=[CH:4][C:3]=1[C:8]1[CH:13]=[CH:12][C:11]([C:14]([O:16]C)=[O:15])=[CH:10][C:9]=1[CH3:18].[OH-].[Na+]>CCO.O>[OH:1][C:2]1[CH:7]=[CH:6][CH:5]=[CH:4][C:3]=1[C:8]1[CH:13]=[CH:12][C:11]([C:14]([OH:16])=[O:15])=[CH:10][C:9]=1[CH3:18] |f:1.2|. Procedure: A solution of methyl 2′-hydroxy-2-methylbiphenyl-4-carboxylate (3 g; 12.38 mmol; 1 eq.) in EtOH (90 mL) at RT was treated with sodium hydroxide (7.43 mL; 5 M; 37.15 mmol; 3 eq.). The reaction mixture was stirred at 60° C. for 2 hours. The reaction mixture was concentrated to give a brown solid. It was taken up in water (250 mL) and the aqueous phase was washed twice with EtOAc. The aqueous phase was acidified with HCl cc to pH 2. Then it was concentrated and extracted with EtOAc giving the title... Reactants: C1(=CC=CC=C1)C1(CCCC1)C(=O)O ((1-phenylcyclopentyl)carboxylic acid), [H-].[Al+3].[Li+].[H-].[H-].[H-] (lithium aluminum hydride), O (water), aqueous solution, [OH-].[Na+] (sodium hydroxide), O (water). The solvent is C(C)OCC (diethyl ether), O1CCCC1 (tetrahydrofuran), O1CCCC1 (tetrahydrofuran). Run at temperature 60 celsius, time 30 minute. Yields the product C1(=CC=CC=C1)C1(CCCC1)CO ((1-Phenylcyclopentyl)methanol). Yield: 99.6%. RXN SMILES: [C:1]1([C:7]2([C:12](O)=[O:13])[CH2:11][CH2:10][CH2:9][CH2:8]2)[CH:6]=[CH:5][CH:4]=[CH:3][CH:2]=1.[H-].[Al+3].[Li+].[H-].[H-].[H-].O.[OH-].[Na+]>O1CCCC1.C(OCC)C>[C:1]1([C:7]2([CH2:12][OH:13])[CH2:11][CH2:10][CH2:9][CH2:8]2)[CH:6]=[CH:5][CH:4]=[CH:3][CH:2]=1 |f:1.2.3.4.5.6,8.9|. Reported procedure: A solution of 1.15 g (6.04 mmol) of (1-phenylcyclopentyl)carboxylic acid in 10 ml of tetrahydrofuran was added dropwise over a period of 20 minutes to a suspension of 344 mg (9.06 mmol) of lithium aluminum hydride in 20 ml of tetrahydrofuran, whilst ice-cooling, and the resulting mixture was stirred for 30 minutes at 60° C. At the end of this time, the reaction mixture was again ice-cooled, and then 0.3 ml of water, 10 ml of a 2N aqueous solution of sodium hydroxide and 1 ml of water were added,... Reactants: COC=1C=C(C=O)C=C(C1OC)OC (3,4,5-trimethoxybenzaldehyde), [Cl-].[NH4+] (ammonium chloride), C(CCC)[Li] (n-butyllithium), C(C)OC(C#C)OCC (3,3-diethoxy-1-propyne). Run in O1CCCC1 (tetrahydrofuran), CCOCC (ether), O1CCCC1 (tetrahydrofuran). Conditions: time 30 minute. Yields the product C(C)OC(C#CC(=O)C1=CC(=C(C(=C1)OC)OC)OC)OCC (4,4-diethoxy-1-(3,4,5-trimethoxyphenyl)-2-butyn-1-one). Reaction SMILES: C([Li])CCC.[CH2:6]([O:8][CH:9]([O:12][CH2:13][CH3:14])[C:10]#[CH:11])[CH3:7].[CH3:15][O:16][C:17]1[CH:18]=[C:19]([CH:22]=[C:23]([O:27][CH3:28])[C:24]=1[O:25][CH3:26])[CH:20]=[O:21].[Cl-].[NH4+]>O1CCCC1.CCOCC>[CH2:6]([O:8][CH:9]([O:12][CH2:13][CH3:14])[C:10]#[C:11][C:20]([C:19]1[CH:22]=[C:23]([O:27][CH3:28])[C:24]([O:25][CH3:26])=[C:17]([O:16][CH3:15])[CH:18]=1)=[O:21])[CH3:7] |f:3.4|. Procedure: 43.6 ml of n-butyllithium solution (1.6M in hexane) are added at -78° to a solution of 10 ml (69.8 mmol) of 3,3-diethoxy-1-propyne in 210 ml of absolute tetrahydrofuran. The mixture was stirred at -78° for 30 minutes and treated at -40° with 13.70 g (69.8 mmol) of 3,4,5-trimethoxybenzaldehyde in 60 ml of tetrahydrofuran. The reaction mixture was stirred at 0° for 1 hour and treated with 100 ml of saturated ammonium chloride solution and 150 ml of ether. The aqueous phase was extracted twice with... The reactants are COC1=C(C(=C(C(=C1)C)OC)OC)OC (1,2,3,4-tetramethoxy-5-methylbenzene), COC(Cl)Cl (1,1-dichlorodimethylether), ice water. Reagents/catalysts: [Ti](Cl)(Cl)(Cl)Cl (titanium tetrachloride). Run in C(Cl)Cl (methylene chloride). Reaction conditions: time 8 hour. Yields the product COC1=C(C=O)C(=C(C(=C1OC)OC)OC)C (2,3,4,5-Tetramethoxy-6-methylbenzaldehyde). As a reaction SMILES: [CH3:1][O:2][C:3]1[CH:8]=[C:7]([CH3:9])[C:6]([O:10][CH3:11])=[C:5]([O:12][CH3:13])[C:4]=1[O:14][CH3:15].[CH3:16][O:17]C(Cl)Cl>C(Cl)Cl.[Ti](Cl)(Cl)(Cl)Cl>[CH3:1][O:2][C:3]1[C:4]([O:14][CH3:15])=[C:5]([O:12][CH3:13])[C:6]([O:10][CH3:11])=[C:7]([CH3:9])[C:8]=1[CH:16]=[O:17]. Procedure: To a solution of 1,2,3,4-tetramethoxy-5-methylbenzene (20.0 g) in methylene chloride (100 ml) was dropwise added titanium tetrachloride (20.6 ml) with cooling with ice, followed by addition of 1,1-dichlorodimethylether (11.0 ml) with cooling with ice. The reaction mixture was allowed to warm to room temperature and further stirred for 8 hr. The reaction mixture was poured into ice-water, and extracted with diethyl ether. The organic layer was washed with water and saturated aqueous sodium chlori...